The task is: describe an organic reaction: reactants, conditions, products, and yield. This data is from the Open Reaction Database (ORD), a public repository of structured organic reaction records. Product: COC(CCCC(C(C)=O)NC(C1=C(C=CC=C1)OC)=O)=O (5-(2-methoxy-benzoylamino)-6-oxo-heptanoic acid methyl ester). Procedure details: Combine a mixture of 7-amino-6-oxo-heptanoic acid methyl ester and 5-amino-6-oxo-heptanoic acid methyl ester hydrochlorides (2.36 g, 11.3 mmol) with o-anisic acid (1.71 g, 11.3 mmol), 1-(dimethylaminopropyl)-3-ethylcarbodiimide hydrochloride (2.16 g, 11.3 mmol), 1-hydroxybenzotriazole hydrate (11.3 mmol), N,N-diisopropylethylamine (5.88 mL, 33.8 mmol) in DMF and stir for 24-48 hours. Dilute the mixture with water and extract with EtOAc. Wash the combined extracts with brine and dry over Na2SO4 b... As a reaction SMILES: [CH3:1][O:2][C:3](=[O:12])[CH2:4][CH2:5][CH2:6][CH2:7][C:8](=[O:11])[CH2:9]N.[C:13]([OH:23])(=O)[C:14]1[C:15]([O:20][CH3:21])=[CH:16][CH:17]=[CH:18][CH:19]=1.Cl.C[N:26](CCCN=C=NCC)C.O.ON1C2C=CC=CC=2N=N1.C(N(CC)C(C)C)(C)C>CN(C=O)C.O>[CH3:1][O:2][C:3](=[O:12])[CH2:4][CH2:5][CH2:6][CH:7]([NH:26][C:13](=[O:23])[C:14]1[CH:19]=[CH:18][CH:17]=[CH:16][C:15]=1[O:20][CH3:21])[C:8](=[O:11])[CH3:9] |f:2.3,4.5|. Run in O (water), CN(C)C=O (DMF). Reaction conditions: time 36 hour. Starting materials: COC(CCCCC(CN)=O)=O (7-amino-6-oxo-heptanoic acid methyl ester), 5-amino-6-oxo-heptanoic acid methyl ester hydrochlorides, C(C=1C(=CC=CC1)OC)(=O)O (o-anisic acid), Cl.CN(C)CCCN=C=NCC (1-(dimethylaminopropyl)-3-ethylcarbodiimide hydrochloride), O.ON1N=NC2=C1C=CC=C2 (1-hydroxybenzotriazole hydrate), C(C)(C)N(C(C)C)CC (N,N-diisopropylethylamine).